From a dataset of the Open Reaction Database (ORD), a public repository of structured organic reaction records. describe an organic reaction: reactants, conditions, products, and yield Isolated yield 61.5%. Procedure details: To a stirring solution of tert-butyl 4-(1-(3,4-dichlorophenyl)-6-oxo-3-((2-(trimethylsilyl)ethoxy)carbonylamino)-1,6-dihydropyridazin-4-yloxy)piperidine-1-carboxylate (60 mg, 0.10 mmol) in THF (10 ml) at room temperature under argon was added 1M TBAF in THF (1 mL, 1.0 mmol). The reaction mixture was stirred at room temperature overnight. Solvent was removed in vacuo. The crude product was directly purified by preparative HPLC (C18 column; 10-100% methanol in water without TFA) to give tert-butyl... Run at time 8 hour. Solvent: C1CCOC1 (THF), C1CCOC1 (THF). RXN SMILES: [Cl:1][C:2]1[CH:3]=[C:4]([N:9]2[C:14](=[O:15])[CH:13]=[C:12]([O:16][CH:17]3[CH2:22][CH2:21][N:20]([C:23]([O:25][C:26]([CH3:29])([CH3:28])[CH3:27])=[O:24])[CH2:19][CH2:18]3)[C:11]([NH:30]C(OCC[Si](C)(C)C)=O)=[N:10]2)[CH:5]=[CH:6][C:7]=1[Cl:8].CCCC[N+](CCCC)(CCCC)CCCC.[F-]>C1COCC1>[NH2:30][C:11]1[C:12]([O:16][CH:17]2[CH2:22][CH2:21][N:20]([C:23]([O:25][C:26]([CH3:29])([CH3:28])[CH3:27])=[O:24])[CH2:19][CH2:18]2)=[CH:13][C:14](=[O:15])[N:9]([C:4]2[CH:5]=[CH:6][C:7]([Cl:8])=[C:2]([Cl:1])[CH:3]=2)[N:10]=1 |f:1.2|. Reactants: ClC=1C=C(C=CC1Cl)N1N=C(C(=CC1=O)OC1CCN(CC1)C(=O)OC(C)(C)C)NC(=O)OCC[Si](C)(C)C (tert-butyl 4-(1-(3,4-dichlorophenyl)-6-oxo-3-((2-(trimethylsilyl)ethoxy)carbonylamino)-1,6-dihydropyridazin-4-yloxy)piperidine-1-carboxylate), CCCC[N+](CCCC)(CCCC)CCCC.[F-] (TBAF). Yields the product NC1=NN(C(C=C1OC1CCN(CC1)C(=O)OC(C)(C)C)=O)C1=CC(=C(C=C1)Cl)Cl (tert-butyl 4-(3-amino-1-(3,4-dichlorophenyl)-6-oxo-1,6-dihydropyridazin-4-yloxy)piperidine-1-carboxylate). The reactants are C1(CCC(=O)O1)=O (succinic anhydride), C(C)(=O)NC=1C=C2C(C(=C(OC2=CC1)C1=CC(=C(C=C1)OCC1=CC=CC=C1)OCC1=CC=CC=C1)O)=O (6-Acetamido-3′,4′-dibenzyloxyflavonol). Solvent: N1=CC=CC=C1 (pyridine), O (Water), O (water), Cl (HCl), C(C)(=O)O (acetic acid), Cl (HCl). Reaction conditions: time 4 hour. Yields the product OC=1C=C(C=2OC3=CC=C(C=C3C(C2O)=O)NC(=O)CCC(=O)O)C=CC1O (3′,4′-Dihydroxy-6-(hydroxycarbonylethylcarbonylamino)flavonol). Yield: 18.4%. Reaction SMILES: [C:1]([NH:4][C:5]1[CH:6]=[C:7]2[C:12](=[CH:13][CH:14]=1)[O:11][C:10]([C:15]1[CH:20]=[CH:19][C:18]([O:21]CC3C=CC=CC=3)=[C:17]([O:29]CC3C=CC=CC=3)[CH:16]=1)=[C:9]([OH:37])[C:8]2=[O:38])(=[O:3])[CH3:2].C1(=O)[O:44][C:42](=[O:43])[CH2:41]C1>Cl.C(O)(=O)C.O.N1C=CC=CC=1>[OH:29][C:17]1[CH:16]=[C:15]([CH:20]=[CH:19][C:18]=1[OH:21])[C:10]1[O:11][C:12]2[C:7]([C:8](=[O:38])[C:9]=1[OH:37])=[CH:6][C:5]([NH:4][C:1]([CH2:2][CH2:41][C:42]([OH:44])=[O:43])=[O:3])=[CH:14][CH:13]=2. Procedure: A mixture of the protected flavonol (15) (500 mg, 0.985 mmol) in aqueous HCl (36%, 37 mL) and acetic acid (37 mL) was heated under reflux for 3 h. The mixture was then cooled on ice and diluted with water. The resulting suspension was centrifuged and the collected solid washed with water, then freeze-dried to afford the salt as a crude yellow solid (322 mg). A mixture of the crude yellow product and succinic anhydride (118 mg, 1.18 mmol) in pyridine was stirred at room temperature for 4 h. Water... Starting materials: ice, C(=O)=O.C(C)(=O)[O-] (dry ice acetate), ClC1=C(N=C(S1)NC=O)/C(/C(=O)Cl)=N/OC(C)=O (2-(5-Chloro-2-formylaminothiazol-4-yl)-2-(Z)-(acetoxyimino)acetyl chloride), C[Si](C)(C)CC(=O)N (trimethylsilylacetamide), C[Si](Cl)(C)C (trimethylchlorosilane), N[C@H]1[C@@H]2N(C(=C(CS2)SCC=2C=NNC2)C(=O)O)C1=O (7β-amino-3-[(pyrazol-4-yl)methylthio]-3-cephem-4-carboxylic acid). Solvent: CO (methanol), ClCCl (dichloromethane). Run at temperature 0 celsius, time 12 hour. Yields the product NC=1SC(=C(N1)/C(/C(=O)N[C@H]1[C@@H]2N(C(=C(CS2)SCC=2C=NNC2)C(=O)O)C1=O)=N/O)Cl (7β-[2-(2-amino-5-chlorothiazol-4-yl)-2-(Z)-(hydroxyimino)-acetamido]-3-[(pyrazol-4-yl)methylthio]-3-cephem-4-carboxylic acid). Yield: 40.6%. Reaction SMILES: C[Si](CC(N)=O)(C)C.C[Si](C)(C)Cl.[NH2:14][C@@H:15]1[C:32](=[O:33])[N:17]2[C:18]([C:29]([OH:31])=[O:30])=[C:19]([S:22][CH2:23][C:24]3[CH:25]=[N:26][NH:27][CH:28]=3)[CH2:20][S:21][C@H:16]12.C(=O)=O.C([O-])(=O)C.[Cl:41][C:42]1[S:46][C:45]([NH:47]C=O)=[N:44][C:43]=1/[C:50](=[N:54]/[O:55]C(=O)C)/[C:51](Cl)=[O:52]>ClCCl.CO>[NH2:47][C:45]1[S:46][C:42]([Cl:41])=[C:43](/[C:50](=[N:54]/[OH:55])/[C:51]([NH:14][C@@H:15]2[C:32](=[O:33])[N:17]3[C:18]([C:29]([OH:31])=[O:30])=[C:19]([S:22][CH2:23][C:24]4[CH:28]=[N:27][NH:26][CH:25]=4)[CH2:20][S:21][C@H:16]23)=[O:52])[N:44]=1 |f:3.4|. Procedure: Under nitrogen atmosphere, trimethylsilylacetamide (39.4 g) and trimethylchlorosilane (0.76 ml) were added successively to a suspension of 7β-amino-3-[(pyrazol-4-yl)methylthio]-3-cephem-4-carboxylic acid (9.4 g) in dichloromethane (100 ml) at 0° C. The mixture was refluxed for 1.5 hours, then cooled again to -15° C. with dry ice-acetate. 2-(5-Chloro-2-formylaminothiazol-4-yl)-2-(Z)-(acetoxyimino)acetyl chloride (12.6 g) was added portionwise to the mixture over 10 minutes at the same temperature... Reactants: CC#N, [Cl-], Cc1nnsc1CCl, [Na+]. Product: Cc1nnsc1CN, Cl. As a reaction SMILES: [CH3:11][C:12]#[N:13].[Cl-:10].[Cl:1][CH2:2][c:3]1[c:4]([CH3:8])[n:5][n:6][s:7]1.[Na+:9]>>[CH2:2]([c:3]1[c:4]([CH3:8])[n:5][n:6][s:7]1)[NH2:13].[ClH:1]. The reactants are NC1=C(C=CC=C1)C1N(C(C2=CC=CC=C12)=O)CCNC(C)C (3-(2-aminophenyl)-2-(2-isopropylaminoethyl)isoindolin-1-one), C(\C=C\C(=O)O)(=O)O (fumaric acid). Solvent: O1CCCC1 (tetrahydrofuran), O1CCCC1 (tetrahydrofuran). The product is C(\C=C\C(=O)O)(=O)O.NC1=C(C=CC=C1)C1N(C(C2=CC=CC=C12)=O)CCNC(C)C (3-(2-aminophenyl)-2-(2-isopropylaminoethyl)isoindolin-1-one monofumarate). Isolated yield 84.5%. RXN SMILES: [NH2:1][C:2]1[CH:7]=[CH:6][CH:5]=[CH:4][C:3]=1[CH:8]1[C:16]2[C:11](=[CH:12][CH:13]=[CH:14][CH:15]=2)[C:10](=[O:17])[N:9]1[CH2:18][CH2:19][NH:20][CH:21]([CH3:23])[CH3:22].[C:24]([OH:31])(=[O:30])/[CH:25]=[CH:26]/[C:27]([OH:29])=[O:28]>O1CCCC1>[C:24]([OH:31])(=[O:30])/[CH:25]=[CH:26]/[C:27]([OH:29])=[O:28].[NH2:1][C:2]1[CH:7]=[CH:6][CH:5]=[CH:4][C:3]=1[CH:8]1[C:16]2[C:11](=[CH:12][CH:13]=[CH:14][CH:15]=2)[C:10](=[O:17])[N:9]1[CH2:18][CH2:19][NH:20][CH:21]([CH3:23])[CH3:22] |f:3.4|. Procedure: To 100 ml of a tetrahydrofuran solution of 7.62 g of the resulting Compound 6 was added 100 ml of a tetrahydrofuran solution of 2.86 g of fumaric acid. The mixture was stirred under ice cooling. Separation of the precipitated crystals by filtration gave 8.85 g of 3-(2-aminophenyl)-2-(2-isopropylaminoethyl)isoindolin-1-one monofumarate (Compound 6'). Reactants: C1(CC1)N1C=C(C(C2=CC(=C(C=C12)F)F)=O)C(=O)O (1-cyclopropyl-6,7-difluoro-1,4-dihydro-4-oxo-3-quinolinecarboxylic acid), CNCC1=CC=C(C=C1)C1CNCC1 (N-methyl-4-(3-pyrrolidinyl)benzene-methanamine). Yields the product C1(CC1)N1C=C(C(C2=CC(=C(C=C12)N1CC(CC1)C1=CC=C(C=C1)CNC)F)=O)C(=O)O (1-Cyclopropyl-6-fluoro-1,4-dihydro-7-[3-[4-[(methylamino)methyl]phenyl]-1-pyrrolidinyl]-4-oxo-3-quinolinecarboxylic acid). Isolated yield 85.0%. As a reaction SMILES: [CH:1]1([N:4]2[C:13]3[C:8](=[CH:9][C:10]([F:15])=[C:11](F)[CH:12]=3)[C:7](=[O:16])[C:6]([C:17]([OH:19])=[O:18])=[CH:5]2)[CH2:3][CH2:2]1.[CH3:20][NH:21][CH2:22][C:23]1[CH:28]=[CH:27][C:26]([CH:29]2[CH2:33][CH2:32][NH:31][CH2:30]2)=[CH:25][CH:24]=1>>[CH:1]1([N:4]2[C:13]3[C:8](=[CH:9][C:10]([F:15])=[C:11]([N:31]4[CH2:32][CH2:33][CH:29]([C:26]5[CH:27]=[CH:28][C:23]([CH2:22][NH:21][CH3:20])=[CH:24][CH:25]=5)[CH2:30]4)[CH:12]=3)[C:7](=[O:16])[C:6]([C:17]([OH:19])=[O:18])=[CH:5]2)[CH2:3][CH2:2]1. Procedure: Starting from 1-cyclopropyl-6,7-difluoro-1,4-dihydro-4-oxo-3-quinolinecarboxylic acid (0.80 g, 3.0 mmol) and N-methyl-4-(3-pyrrolidinyl)benzene-methanamine, a procedure analogous to that given in Example 1 provided the title compound (1.11 g, 85%) as an off-white solid, mp 235°-237° C. The reactants are OS(=O)(=O)O (H2SO4), FC(OC1=C(C=O)C=CC=C1)F (2-difluoromethoxybenzaldehyde), [C-]#N.[K+] (potassium cyanide). Solvent: O (water), C(C)O (ethanol), O (water). Conditions: time 20 minute. Yields the product FC(OC1=C(C(C#N)O)C=CC=C1)F (2-Difluoromethoxy-α-cyano-benzyl alcohol). RXN SMILES: [C-:1]#[N:2].[K+].[F:4][CH:5]([F:15])[O:6][C:7]1[CH:14]=[CH:13][CH:12]=[CH:11][C:8]=1[CH:9]=[O:10].OS(O)(=O)=O>O.C(O)C>[F:4][CH:5]([F:15])[O:6][C:7]1[CH:14]=[CH:13][CH:12]=[CH:11][C:8]=1[CH:9]([OH:10])[C:1]#[N:2] |f:0.1|. Reported procedure: 7.2 g of potassium cyanide were dissolved in 30 ml of water and 6 ml of ethanol, while cooling. 16 g of 2-difluoromethoxybenzaldehyde were then added at 0°-5° C., while cooling. After subsequently stirring the mixture between 0° and 10° C. for 20 minutes, a mixture of 7 ml of concentrated H2SO4 and 18 ml of water was added dropwise. The mixture was subsequently stirred for a further 2 hours and was thereby allowed to come to room temperature. After extracting twice with methylene chloride, the o...